Dataset: the Open Reaction Database (ORD), a public repository of structured organic reaction records. Task: describe an organic reaction: reactants, conditions, products, and yield Starting materials: CN1CC2(C1)OC1=CC=C(C=C1C(C2)=O)/C=C/C(=O)NOC2OCCCC2 ((E)-3-[1′-Methyl-4-oxo-spiro(chromane-2,3′-azetidine)-6-yl]-N-(tetrahydro-pyran-2-yloxy)-acrylamide), Cl (HCl). Run in C(Cl)Cl (DCM), CCOCC (Et2O). The product is CN1CC2(C1)OC1=CC=C(C=C1C(C2)=O)/C=C/C(=O)NO ((E)-3-[1′-methyl-4-oxo-spiro(chromane-2,3′-azetidine)-6-yl]-N-hydroxy-acrylamide). Yield: 84.3%. Reaction SMILES: [CH3:1][N:2]1[CH2:5][C:4]2([CH2:14][C:13](=[O:15])[C:12]3[C:7](=[CH:8][CH:9]=[C:10](/[CH:16]=[CH:17]/[C:18]([NH:20][O:21]C4CCCCO4)=[O:19])[CH:11]=3)[O:6]2)[CH2:3]1.Cl>C(Cl)Cl.CCOCC>[CH3:1][N:2]1[CH2:5][C:4]2([CH2:14][C:13](=[O:15])[C:12]3[C:7](=[CH:8][CH:9]=[C:10](/[CH:16]=[CH:17]/[C:18]([NH:20][OH:21])=[O:19])[CH:11]=3)[O:6]2)[CH2:3]1. Reported procedure: (E)-3-[1′-Methyl-4-oxo-spiro(chromane-2,3′-azetidine)-6-yl]-N-(tetrahydro-pyran-2-yloxy)-acrylamide (320 mg, 0.86 mmol) in DCM (4 ml) was treated with 1 M HCl in Et2O (4 ml) as described in Example 31, Step C, giving (E)-3-[1′-methyl-4-oxo-spiro(chromane-2,3′-azetidine)-6-yl]-N-hydroxy-acrylamide (209 mg, hydrochloride salt) as a white solid. Reactants: C(C1=CC=CC=C1)(=O)C1=C(SC=C1)C(=O)O (3-benzoylthiophene-2-carboxylic acid), NN (hydrazine). Run in CCO (EtOH). Yields the product C1(=CC=CC=C1)C=1C2=C(C(NN1)=O)SC=C2 (4-phenylthieno[2,3-d]pyridazin-7(6H)-one). RXN SMILES: [C:1]([C:9]1[CH:13]=[CH:12][S:11][C:10]=1[C:14]([OH:16])=O)(=O)[C:2]1[CH:7]=[CH:6][CH:5]=[CH:4][CH:3]=1.[NH2:17][NH2:18]>CCO>[C:2]1([C:1]2[C:9]3[CH:13]=[CH:12][S:11][C:10]=3[C:14](=[O:16])[NH:17][N:18]=2)[CH:7]=[CH:6][CH:5]=[CH:4][CH:3]=1. Reported procedure: To 3-benzoylthiophene-2-carboxylic acid (1.00 g, 4.31 mmol) and EtOH (15 mL) was added hydrazine (1.35 ml, 43.1 mmol). A water condenser was attached to the reaction flask and the mixture was heated to reflux under nitrogen for 3.5 hours. The reaction was cooled to RT, the resulting solids filtered and washed with water, and dried to yield 4-phenylthieno[2,3-d]pyridazin-7(6H)-one as a white solid. MS m/z=229 [M+1]+. Calc'd for C12H8N2OS: 228.27. Starting materials: COC1=CC=C(C=C1)NC(=S)N (4-methoxyphenyl-thiourea), CNC=1SC2=C(N1)C=CC=C2 (2-methylamino-benzthiazole), C1(=CC=CC=C1)NC(=S)NC (N-phenyl-N'-methyl-thiourea), C1(=CC=CC=C1)N(C(=S)N)C (N-phenyl-N-methyl-thiourea). Product: CN1C(SC2=C1C=CC=C2)=N (3-methyl-2-imino-benzthiazoline). Reaction SMILES: COC1C=CC(NC(N)=S)=CC=1.C1(NC(NC)=S)C=CC=CC=1.[C:24]1([N:30]([CH3:34])[C:31]([NH2:33])=[S:32])[CH:29]=[CH:28][CH:27]=[CH:26][CH:25]=1.CNC1SC2C=CC=CC=2N=1>>[CH3:34][N:30]1[C:24]2[CH:29]=[CH:28][CH:27]=[CH:26][C:25]=2[S:32][C:31]1=[NH:33]. Procedure: When using, instead of 4-methoxyphenyl-thiourea of Examples 89 and 90, equivalent amounts of N-phenyl-N'-methyl-thiourea or N-phenyl-N-methyl-thiourea, the other conditions remaining the same, 2-methylamino-benzthiazole (m.p. 137° C.) or 3-methyl-2-imino-benzthiazoline (m.p. 122°) is obtained in an equally good yield and in a high purity. Reactants: COc1ccc(P2(=S)SP(=S)(c3ccc(OC)cc3)S2)cc1, Cc1ccccc1, CC(C)(C)OC(=O)NC1CCC(c2cccc(F)c2F)CNC1=O. Yields the product CC(C)(C)OC(=O)NC1CCC(c2cccc(F)c2F)CNC1=S. As a reaction SMILES: [CH3:1][O:2][c:3]1[cH:4][cH:5][c:6]([P:7]2(=[S:10])[S:8][P:9]([c:11]3[cH:12][cH:13][c:14]([O:15][CH3:16])[cH:17][cH:18]3)(=[S:19])[S:20]2)[cH:21][cH:22]1.[CH3:47][c:48]1[cH:49][cH:50][cH:51][cH:52][cH:53]1.[F:23][c:24]1[c:25]([CH:31]2[CH2:32][CH2:33][CH:34]([NH:39][C:40]([O:41][C:42]([CH3:43])([CH3:44])[CH3:45])=[O:46])[C:35](=[O:38])[NH:36][CH2:37]2)[cH:26][cH:27][cH:28][c:29]1[F:30]>>[S:10]=[C:35]1[CH:34]([NH:39][C:40]([O:41][C:42]([CH3:43])([CH3:44])[CH3:45])=[O:46])[CH2:33][CH2:32][CH:31]([c:25]2[c:24]([F:23])[c:29]([F:30])[cH:28][cH:27][cH:26]2)[CH2:37][NH:36]1. Reactants: C([O-])(O)=O.[Na+] (sodium bicarbonate), ClCCCCNC=1C=C2C(=C(C=NC2=CC1OC)C#N)NC1=CC(=C(C=C1)F)Cl (6-(4-chlorobutylamino)-4-(3-chloro-4-fluorophenyamino)-7-methoxy-3-quinolinecarbonitrile), N1CCOCC1 (morpholine), [I-].[Na+] (sodium iodide). Solvent: CN(C=O)C (dimethylformamide). Conditions: temperature 750 celsius, time 7 hour. Product: ClC=1C=C(C=CC1F)NC1=C(C=NC2=CC(=C(C=C12)N1CCCC1)OC)C#N (4-(3-Chloro-4-fluoro-phenylamino)-7-methoxy-6-pyrrolidin-1-yl-quinoline-3-carbonitrile). As a reaction SMILES: Cl[CH2:2][CH2:3][CH2:4][CH2:5][NH:6][C:7]1[CH:8]=[C:9]2[C:14](=[CH:15][C:16]=1[O:17][CH3:18])[N:13]=[CH:12][C:11]([C:19]#[N:20])=[C:10]2[NH:21][C:22]1[CH:27]=[CH:26][C:25]([F:28])=[C:24]([Cl:29])[CH:23]=1.N1CCOCC1.[I-].[Na+].C(=O)(O)[O-].[Na+]>CN(C)C=O>[Cl:29][C:24]1[CH:23]=[C:22]([NH:21][C:10]2[C:9]3[C:14](=[CH:15][C:16]([O:17][CH3:18])=[C:7]([N:6]4[CH2:5][CH2:4][CH2:3][CH2:2]4)[CH:8]=3)[N:13]=[CH:12][C:11]=2[C:19]#[N:20])[CH:27]=[CH:26][C:25]=1[F:28] |f:2.3,4.5|. Reported procedure: A mixture of 2.5 g of 6-(4-chlorobutylamino)-4-(3-chloro-4-fluorophenyamino)-7-methoxy-3-quinolinecarbonitrile, 7.54 g of morpholine, and 0.17 g of sodium iodide in 30 ml of dimethylformamide was stirred at 750° C. for 7 hrs. The mixture was poured into dilute sodium bicarbonate and solid was collected. This material was dissolved in ethylacetate. The solution was dried over magnesium sulfate. The solvent was removed and the residue was chromatographed on silica gel using ethyl acetate-methanol-... Starting materials: C(C)OC(=O)C1(CC1)C1=CC=C(C=C1)C1=CC=C(C=C1)C1=C(C(=NO1)C)CN1N=CC(=C1)Br (1-{4′-[4-(4-Bromo-pyrazol-1-ylmethyl)-3-methyl-isoxazol-5-yl]-biphenyl-4-yl}-cyclopropanecarboxylic acid ethyl ester), C1(=CC=CC=C1)B(O)O (phenylboronic acid), C1(=C(C=CC=C1)P(C1=C(C=CC=C1)C)C1=C(C=CC=C1)C)C (tri(o-tolyl)phosphine), C([O-])(O)=O.[Na+] (sodium bicarbonate). The reagents and catalysts are C(C)(=O)[O-].[Pd+2].C(C)(=O)[O-] (Palladium(II) acetate). The solvent is COCCOC (DME). Run at temperature 90 celsius. Yields the product C(C)OC(=O)C1(CC1)C1=CC=C(C=C1)C1=CC=C(C=C1)C1=C(C(=NO1)C)CN1N=CC(=C1)C1=CC=CC=C1 (1-{4′-[3-Methyl-4-(4-phenyl-pyrazol-1-ylmethyl)-isoxazol-5-yl]-biphenyl-4-yl}-cyclopropanecarboxylic acid ethyl ester). Reaction SMILES: [CH2:1]([O:3][C:4]([C:6]1([C:9]2[CH:14]=[CH:13][C:12]([C:15]3[CH:20]=[CH:19][C:18]([C:21]4[O:25][N:24]=[C:23]([CH3:26])[C:22]=4[CH2:27][N:28]4[CH:32]=[C:31](Br)[CH:30]=[N:29]4)=[CH:17][CH:16]=3)=[CH:11][CH:10]=2)[CH2:8][CH2:7]1)=[O:5])[CH3:2].[C:34]1(B(O)O)[CH:39]=[CH:38][CH:37]=[CH:36][CH:35]=1.C1(C)C=CC=CC=1P(C1C=CC=CC=1C)C1C=CC=CC=1C.C(=O)(O)[O-].[Na+]>COCCOC.C([O-])(=O)C.[Pd+2].C([O-])(=O)C>[CH2:1]([O:3][C:4]([C:6]1([C:9]2[CH:14]=[CH:13][C:12]([C:15]3[CH:20]=[CH:19][C:18]([C:21]4[O:25][N:24]=[C:23]([CH3:26])[C:22]=4[CH2:27][N:28]4[CH:32]=[C:31]([C:34]5[CH:39]=[CH:38][CH:37]=[CH:36][CH:35]=5)[CH:30]=[N:29]4)=[CH:17][CH:16]=3)=[CH:11][CH:10]=2)[CH2:8][CH2:7]1)=[O:5])[CH3:2] |f:3.4,6.7.8|. Reported procedure: 1-{4′-[4-(4-Bromo-pyrazol-1-ylmethyl)-3-methyl-isoxazol-5-yl]-biphenyl-4-yl}-cyclopropanecarboxylic acid ethyl ester (0.062 g, 0.122 mmol), phenylboronic acid (0.018 g, 0.146 mmol), tri(o-tolyl)phosphine (0.004 g, 0.0122 mmol) and sodium bicarbonate (0.041 g, 0.488 mmol) were dissolved in DME (1.5 mL) and H2O (0.5 mL) and N2 (g) was bubbled through the mixture for 10 minutes. Palladium(II) acetate (1 mg, 0.002 mmol) was added and the reaction was heated to 90° C. for 1 hour. The reaction was coo...